describe an organic reaction: reactants, conditions, products, and yield From a dataset of the Open Reaction Database (ORD), a public repository of structured organic reaction records. The reactants are CC(=O)O, CO, Nc1n[nH]c2ncnc(Nc3cccc(Cl)c3)c12, COc1ccc(C=O)cc1O. Yields the product COc1ccc(CNc2n[nH]c3ncnc(Nc4cccc(Cl)c4)c23)cc1O. Reaction SMILES: [CH3:19][C:20](=[O:21])[OH:22].[CH3:34][OH:35].[NH2:1][c:2]1[n:3][nH:4][c:5]2[n:6][cH:7][n:8][c:9]([NH:11][c:12]3[cH:13][c:14]([Cl:18])[cH:15][cH:16][cH:17]3)[c:10]12.[OH:23][c:24]1[cH:25][c:26]([CH:27]=[O:28])[cH:29][cH:30][c:31]1[O:32][CH3:33]>>[NH:1]([c:2]1[n:3][nH:4][c:5]2[n:6][cH:7][n:8][c:9]([NH:11][c:12]3[cH:13][c:14]([Cl:18])[cH:15][cH:16][cH:17]3)[c:10]12)[CH2:27][c:26]1[cH:25][c:24]([OH:23])[c:31]([O:32][CH3:33])[cH:30][cH:29]1.